From a dataset of the Open Reaction Database (ORD), a public repository of structured organic reaction records. describe an organic reaction: reactants, conditions, products, and yield Reactants: ClC=1C=C(C=CC1Cl)[N+](=O)[O-] (3,4-dichloronitrobenzene), C(C)(=O)OCCCC (butyl acetate). The reagents and catalysts are [Pt] (platinum). Product: C(C)(C)NC1=CC(=C(C=C1)Cl)Cl (N-isopropyl-3,4-dichloroaniline). Yield: 84.5%. RXN SMILES: [Cl:1][C:2]1[CH:3]=[C:4]([N+:9]([O-])=O)[CH:5]=[CH:6][C:7]=1[Cl:8].C(O[CH2:16][CH2:17][CH2:18]C)(=O)C>[Pt]>[CH:17]([NH:9][C:4]1[CH:5]=[CH:6][C:7]([Cl:8])=[C:2]([Cl:1])[CH:3]=1)([CH3:18])[CH3:16]. Procedure details: 480.0 g (2.5 mol) of 3,4-dichloronitrobenzene were reacted in 2500 ml of butyl acetate under the reaction conditions described in Example 1 with 10 g of sulfited platinum catalyst F1OP. After the solvent had been distilled off in vacuo, the residue was fractionated to give 431.0 g of N-isopropyl-3,4-dichloroaniline at a purity of 98.9% (GC) in the boiling range 143° to 148° C. (13.33 to 16 bar), which corresponds to a yield of 84.5% of theory.